The task is: describe an organic reaction: reactants, conditions, products, and yield. This data is from the Open Reaction Database (ORD), a public repository of structured organic reaction records. Reactants: O=C(Nc1cnc2[nH]c(CO)cc2c1)c1ccccc1Br, C1CCOC1, BrP(Br)Br. Product: O=C(Nc1cnc2[nH]c(CBr)cc2c1)c1ccccc1Br. As a reaction SMILES: [Br:1][c:2]1[c:3]([C:4](=[O:5])[NH:6][c:7]2[cH:8][c:9]3[c:10]([n:11][cH:12]2)[nH:13][c:14]([CH2:16][OH:17])[cH:15]3)[cH:18][cH:19][cH:20][cH:21]1.[O:26]1[CH2:27][CH2:28][CH2:29][CH2:30]1.[P:22]([Br:23])([Br:24])[Br:25]>>[Br:1][c:2]1[c:3]([C:4](=[O:5])[NH:6][c:7]2[cH:8][c:9]3[c:10]([n:11][cH:12]2)[nH:13][c:14]([CH2:16][Br:23])[cH:15]3)[cH:18][cH:19][cH:20][cH:21]1. Reactants: NC=1NC2=C(N1)C=CC=C2 (2-Aminobenzimidazole), CC(=O)C1CC1 (cyclopropyl methyl ketone), CN=C=O (methyl isocyanate), ketone. Product: 10-N-methylcarbamoyl, C1(CC1)C1(NC2=NC3=C(N2C(N1C)=O)C=CC=C3)C (2-Cyclopropyl-1,2-dihydro-2,3-dimethyl-1,3,5-triazino[1,2-a]benzimidazol-4(3H)-one). As a reaction SMILES: [NH2:1][C:2]1[NH:3][C:4]2[CH:10]=[CH:9][CH:8]=[CH:7][C:5]=2[N:6]=1.[CH3:11][C:12]([CH:14]1[CH2:16][CH2:15]1)=O.[CH3:17][N:18]=[C:19]=[O:20]>C1COCC1>[CH:14]1([C:12]2([CH3:11])[N:18]([CH3:17])[C:19](=[O:20])[N:6]3[C:2](=[N:3][C:4]4[CH:10]=[CH:9][CH:8]=[CH:7][C:5]=43)[NH:1]2)[CH2:16][CH2:15]1. Procedure: 2-Aminobenzimidazole, cyclopropyl methyl ketone and methyl isocyanate were reacted as in Example 26 using THF as a cosolvent with the excess ketone. Working up the reaction mixture gave none of the expected 10-N-methylcarbamoyl derivative of the title compound but, rather, the title compound itself, recrystallized from acetone to give a solid, mp 200° C. (dec.). The confirmatory elemental analysis is shown in Table III. The solvent is C1CCOC1 (THF). The reactants are C(C)(C)(C)C1=NN(/C(/S1)=N/C(C1=C(C=CC(=C1)C(F)(F)F)F)=O)CCCC#N ((Z)—N-(5-tert-butyl-3-(3-cyanopropyl)-1,3,4-thiadiazol-2(3H)-ylidene)-2-fluoro-5-(trifluoromethyl)benzamide), [H-].[Na+] (sodium hydride), C(C)(C)(C)NO (N-tert-butylhydroxylamine), C(C)(=O)O.C(C)(C)(C)NO (N-tert-butylhydroxylamine acetate), C([O-])(O)=O.[Na+] (sodium bicarbonate). The solvent is C1CCOC1 (THF). Reaction conditions: temperature 0 celsius, time 20 minute. Product: C(C)(C)(C)NOC1=C(C(=O)\N=C\2/SC(=NN2CCCC#N)C(C)(C)C)C=C(C=C1)C(F)(F)F (2-[(tert-butylamino)oxy]-N-[(2Z)-5-tert-butyl-3-(3-cyanopropyl)-1,3,4-thiadiazol-2(3H)-ylidene]-5-(trifluoromethyl)benzamide). As a reaction SMILES: [C:1]([NH:5][OH:6])([CH3:4])([CH3:3])[CH3:2].C(O)(=O)C.C(NO)(C)(C)C.C(=O)(O)[O-].[Na+].[H-].[Na+].[C:24]([C:28]1[S:32]/[C:31](=[N:33]\[C:34](=[O:46])[C:35]2[CH:40]=[C:39]([C:41]([F:44])([F:43])[F:42])[CH:38]=[CH:37][C:36]=2F)/[N:30]([CH2:47][CH2:48][CH2:49][C:50]#[N:51])[N:29]=1)([CH3:27])([CH3:26])[CH3:25]>C1COCC1>[C:1]([NH:5][O:6][C:36]1[CH:37]=[CH:38][C:39]([C:41]([F:42])([F:43])[F:44])=[CH:40][C:35]=1[C:34](/[N:33]=[C:31]1\[S:32][C:28]([C:24]([CH3:25])([CH3:27])[CH3:26])=[N:29][N:30]\1[CH2:47][CH2:48][CH2:49][C:50]#[N:51])=[O:46])([CH3:4])([CH3:3])[CH3:2] |f:1.2,3.4,5.6|. Procedure details: To a solution of N-tert-butylhydroxylamine (133 mg, 1.50 mmol) (prepared from commercially available N-tert-butylhydroxylamine acetate (Aldrich) by adding saturated sodium bicarbonate solution and extracting the free base with ethyl ether) in anhydrous THF (10 mL) was added sodium hydride (53.9 mg, 1.35 mmol). The mixture was stirred at 0° C. for 20 min. A solution of Example 151A (310 mg, 0.75 mmol) in THF (4 mL) was added and the mixture was stirred at 22° C. for 5 hours. The solvent was remov... The reactants are [Cl-].O[NH3+] (hydroxylammonium chloride), C(O)([O-])=O.[Na+] (sodium hydrogen carbonate), CS(=O)C (dimethyl sulfoxide), N1(N=NC2=C1C=CC=C2)CN2C(=NC(=C(C2=O)CC2=CC=C(C=C2)C=2C(=CC=CC2)C#N)CCCC)C (4′-{[1-(1H-1,2,3-benzotriazol-1-ylmethyl)-4-butyl-2-methyl-6-oxo-1,6-dihydropyrimidin-5-yl]methyl}biphenyl-2-carbonitrile). The solvent is C(C)(=O)OCC (ethyl acetate). Run at temperature 40 celsius, time 30 minute. The product is N1(N=NC2=C1C=CC=C2)CN2C(=NC(=C(C2=O)CC2=CC=C(C=C2)C2=C(C=CC=C2)C2=NOC(N2)=O)CCCC)C (3-(1H-1,2,3-benzotriazol-1-ylmethyl)-6-butyl-2-methyl-5-{[2′-(5-oxo-4,5-dihydro-1,2,4-oxadiazol-3-yl)biphenyl-4-yl]methyl}pyrimidin-4(3H)-one). Yield: 56.8%. RXN SMILES: [Cl-].O[NH3+:3].[C:4](=[O:7])([O-])[OH:5].[Na+].CS(C)=O.[N:13]1([CH2:22][N:23]2[C:28](=[O:29])[C:27]([CH2:30][C:31]3[CH:36]=[CH:35][C:34]([C:37]4[C:38]([C:43]#[N:44])=[CH:39][CH:40]=[CH:41][CH:42]=4)=[CH:33][CH:32]=3)=[C:26]([CH2:45][CH2:46][CH2:47][CH3:48])[N:25]=[C:24]2[CH3:49])[C:17]2[CH:18]=[CH:19][CH:20]=[CH:21][C:16]=2[N:15]=[N:14]1>C(OCC)(=O)C>[N:13]1([CH2:22][N:23]2[C:28](=[O:29])[C:27]([CH2:30][C:31]3[CH:36]=[CH:35][C:34]([C:37]4[CH:42]=[CH:41][CH:40]=[CH:39][C:38]=4[C:43]4[NH:3][C:4](=[O:7])[O:5][N:44]=4)=[CH:33][CH:32]=3)=[C:26]([CH2:45][CH2:46][CH2:47][CH3:48])[N:25]=[C:24]2[CH3:49])[C:17]2[CH:18]=[CH:19][CH:20]=[CH:21][C:16]=2[N:15]=[N:14]1 |f:0.1,2.3|. Procedure: A mixture of hydroxylammonium chloride (0.73 g), sodium hydrogen carbonate (1.02 g) and dimethyl sulfoxide (6 mL) was stirred at 40° C. for 30 min, 4′-{[1-(1H-1,2,3-benzotriazol-1-ylmethyl)-4-butyl-2-methyl-6-oxo-1,6-dihydropyrimidin-5-yl]methyl}biphenyl-2-carbonitrile (0.55 g) was added, and the mixture was stirred at 90° C. for 16 hr. The reaction mixture was diluted with ethyl acetate, washed with water and then with saturated brine, and dried over anhydrous magnesium sulfate. The solvent was...